This data is from the Open Reaction Database (ORD), a public repository of structured organic reaction records. The task is: describe an organic reaction: reactants, conditions, products, and yield The reactants are FC1=CC=C(C=C1)I (p-fluoroiodobenzene), IC(C(C(C(C(C(I)(F)F)(F)F)(F)F)(F)F)(F)F)(F)F (1,6-diiodoperfluorohexane). Reagents/catalysts: [Cu] (copper). The solvent is CS(=O)C (DMSO). Run at temperature 110 celsius. Yields the product FC1=CC=C(C=C1)C(C(C(C(C(C(C1=CC=C(C=C1)F)(F)F)(F)F)(F)F)(F)F)(F)F)(F)F (1,6-bis(4-fluorophenyl)perfluorohexane). Yield: 74.2%. Reaction SMILES: [F:1][C:2]1[CH:7]=[CH:6][C:5](I)=[CH:4][CH:3]=1.I[C:10]([F:28])([F:27])[C:11]([F:26])([F:25])[C:12]([F:24])([F:23])[C:13]([F:22])([F:21])[C:14]([F:20])([F:19])[C:15]([F:18])([F:17])I>[Cu].CS(C)=O>[F:1][C:2]1[CH:7]=[CH:6][C:5]([C:10]([F:28])([F:27])[C:11]([F:26])([F:25])[C:12]([F:24])([F:23])[C:13]([F:22])([F:21])[C:14]([F:20])([F:19])[C:15]([F:18])([F:17])[C:5]2[CH:6]=[CH:7][C:2]([F:1])=[CH:3][CH:4]=2)=[CH:4][CH:3]=1. Procedure: 26.64 g of p-fluoroiodobenzene, 100 ml of DMSO and 15.24 g of copper powder were put in a flask under an atmosphere of nitrogen to be sufficiently stirred at a temperature of 110° C. Next, 30.46 g of 1,6-diiodoperfluorohexane was slowly dropped and stirred at a temperature of 120° C. for 20 hours. Then, the reaction solution was filtered so as to remove the unreacted copper, and was dropped into an aqueous solution containing a small quantity of NaCl. Then, the resulting deposits were filtered. ... Reactants: N1=C(C=CC=C1C)C (2,6-lutidine), C[Si](C)(C)Br (TMSBr), C(C)OP(OCC)(=O)C=CC1(OC(C(C1O)O)N1C(NC(C=C1)=O)=O)N=[N+]=[N-] ({2-[2-Azido-5-(2,4-dioxo-3,4-dihydro-2H-pyrimidin-1-yl)-3,4-dihydroxy-tetrahydro-furan-2-yl]-vinyl}-phosphonic acid diethyl ester). Solvent: CC#N (CH3CN). Conditions: time 2 hour. The product is N(=[N+]=[N-])C1(OC(C(C1O)O)N1C(NC(C=C1)=O)=O)C=CP(O)(O)=O ({2-[2-Azido-5-(2,4-dioxo-3,4-dihydro-2H-pyrimidin-1-yl)-3,4-dihydroxy-tetrahydro-furan-2-yl]vinyl}-phosphonic acid). Isolated yield 98.9%. As a reaction SMILES: C([O:3][P:4]([CH:9]=[CH:10][C:11]1([N:26]=[N+:27]=[N-:28])[CH:15]([OH:16])[CH:14]([OH:17])[CH:13]([N:18]2[CH:23]=[CH:22][C:21](=[O:24])[NH:20][C:19]2=[O:25])[O:12]1)(=[O:8])[O:5]CC)C.N1C(C)=CC=CC=1C.C[Si](Br)(C)C>CC#N>[N:26]([C:11]1([CH:10]=[CH:9][P:4](=[O:3])([OH:8])[OH:5])[CH:15]([OH:16])[CH:14]([OH:17])[CH:13]([N:18]2[CH:23]=[CH:22][C:21](=[O:24])[NH:20][C:19]2=[O:25])[O:12]1)=[N+:27]=[N-:28]. Procedure: Compound 48.5 (119 mg, 0.28 mmol) was dissolved in 2.6 mL CH3CN, treated with 2,6-lutidine (0.1 mL) and TMSBr (0.2 mL). The mixture was stirred at rt for 2 h and concentrated under reduced pressure. The residue was coevaporated with saturated NH4OH three times and the residue was subjected to a reverse phase HPLC to give compound 48.6 (100 mg, 92% yield). 1H NMR (D2O, 300 MHz) 7.45 (d, J=8.1 Hz, 1H), 6.22 (app d, J=8.7 Hz, 1H), 6.16 (app d, J=5.7 Hz, 1H), 5.85 (d, J=3.0 Hz, 1H), 5.71 (d, J=8.1 H... Starting materials: CN1CCCC1=O, O=C(Cl)c1cccc(C(F)(F)F)c1, Cc1ccc(N)cc1Oc1ccc2nc(NC(=O)C3CC3)nn2c1. Product: Cc1ccc(NC(=O)c2cccc(C(F)(F)F)c2)cc1Oc1ccc2nc(NC(=O)C3CC3)nn2c1. RXN SMILES: [CH3:38][N:39]1[C:40](=[O:41])[CH2:42][CH2:43][CH2:44]1.[F:25][C:26]([c:27]1[cH:28][c:29]([C:30](=[O:31])[Cl:32])[cH:33][cH:34][cH:35]1)([F:36])[F:37].[NH2:1][c:2]1[cH:3][c:4]([O:5][c:6]2[cH:7][cH:8][c:9]3[n:10]([cH:11]2)[n:12][c:13]([NH:15][C:16](=[O:17])[CH:18]2[CH2:19][CH2:20]2)[n:14]3)[c:21]([CH3:24])[cH:22][cH:23]1>>[NH:1]([c:2]1[cH:3][c:4]([O:5][c:6]2[cH:7][cH:8][c:9]3[n:10]([cH:11]2)[n:12][c:13]([NH:15][C:16](=[O:17])[CH:18]2[CH2:19][CH2:20]2)[n:14]3)[c:21]([CH3:24])[cH:22][cH:23]1)[C:30]([c:29]1[cH:28][c:27]([C:26]([F:25])([F:36])[F:37])[cH:35][cH:34][cH:33]1)=[O:31]. The reactants are COc1ccc(B(O)O)cc1, FC(F)(F)c1onc(-c2ccccc2)c1-c1c[nH]cn1. Yields the product COc1ccc(-n2cnc(-c3c(-c4ccccc4)noc3C(F)(F)F)c2)cc1. As a reaction SMILES: [CH3:21][O:22][c:23]1[cH:24][cH:25][c:26]([B:29]([OH:30])[OH:31])[cH:27][cH:28]1.[nH:1]1[cH:2][n:3][c:4](-[c:6]2[c:7](-[c:15]3[cH:16][cH:17][cH:18][cH:19][cH:20]3)[n:8][o:9][c:10]2[C:11]([F:12])([F:13])[F:14])[cH:5]1>>[n:1]1(-[c:26]2[cH:25][cH:24][c:23]([O:22][CH3:21])[cH:28][cH:27]2)[cH:2][n:3][c:4](-[c:6]2[c:7](-[c:15]3[cH:16][cH:17][cH:18][cH:19][cH:20]3)[n:8][o:9][c:10]2[C:11]([F:12])([F:13])[F:14])[cH:5]1. The product is CC(=O)Oc1cc(I)ccc1OC(C)C. Starting materials: CC(=O)Oc1ccccc1OC(C)C, ClCCl, ClI. RXN SMILES: [C:1]([CH3:2])(=[O:3])[O:4][c:5]1[c:6]([O:11][CH:12]([CH3:13])[CH3:14])[cH:7][cH:8][cH:9][cH:10]1.[Cl:17][CH2:18][Cl:19].[I:15][Cl:16]>>[C:1]([CH3:2])(=[O:3])[O:4][c:5]1[c:6]([O:11][CH:12]([CH3:13])[CH3:14])[cH:7][cH:8][c:9]([I:15])[cH:10]1.